From a dataset of the Open Reaction Database (ORD), a public repository of structured organic reaction records. describe an organic reaction: reactants, conditions, products, and yield Reactants: CCOC(=O)c1cnc2c3cc(N)ccc3c(C)cn2c1=O, O=C=Nc1ccccc1, c1ccncc1. The product is CCOC(=O)c1cnc2c3cc(NC(=O)Nc4ccccc4)ccc3c(C)cn2c1=O. As a reaction SMILES: [NH2:1][c:2]1[cH:3][cH:4][c:5]2[c:6]([CH3:22])[cH:7][n:8]3[c:9]([c:10]2[cH:11]1)[n:12][cH:13][c:14]([C:17](=[O:18])[O:19][CH2:20][CH3:21])[c:15]3=[O:16].[O:23]=[C:24]=[N:25][c:26]1[cH:27][cH:28][cH:29][cH:30][cH:31]1.[cH:32]1[cH:33][cH:34][n:35][cH:36][cH:37]1>>[NH:1]([c:2]1[cH:3][cH:4][c:5]2[c:6]([CH3:22])[cH:7][n:8]3[c:9]([c:10]2[cH:11]1)[n:12][cH:13][c:14]([C:17](=[O:18])[O:19][CH2:20][CH3:21])[c:15]3=[O:16])[C:24](=[O:23])[NH:25][c:26]1[cH:27][cH:28][cH:29][cH:30][cH:31]1. Reactants: C(C=C(C)C)Cl (prenyl chloride), Cl.N[C@@H](CS)C(=O)O (cysteine hydrochloride), C(=O)([O-])[O-].[Na+].[Na+] (Na2CO3), O (water), O (H2O). The solvent is C(C)O (ethanol). Run at time 3 hour. Yields the product NC(C(=S)O)CCC=C(C)C (2-amino-3-prenylthiopropanoic acid). Isolated yield 18.0%. As a reaction SMILES: [CH2:1](Cl)[CH:2]=[C:3]([CH3:5])[CH3:4].Cl.[NH2:8][C@H:9]([C:12](O)=O)[CH2:10][SH:11].C([O-])([O-])=O.[Na+].[Na+].[OH2:21]>C(O)C>[NH2:8][CH:9]([CH2:12][CH2:1][CH:2]=[C:3]([CH3:5])[CH3:4])[C:10]([OH:21])=[S:11] |f:1.2,3.4.5|. Procedure: A solution of prenyl chloride (6.31 g; 0.06 m) in ethanol (40 ml) was slowly added to a stirred solution of cysteine hydrochloride (7.9 g, 0.05 m) and Na2CO3. 10 H2O (28.6 g, 0.10 m) in water (130 ml) at 15° C. The mixture was stirred for three hours at room temperature, carefully heated to 80° C., kept at this temperature for half an hour and allowed to stand overnight at room temperature. The white precipitate was filtered, washed with ethanol followed by a water wash and dried. 1.6 g (18%) of... The reactants are C1(=CC=C(C=C1)S(=O)(=O)OCCOC1=C(C=C(C=C1)[N+](=O)[O-])OC)C (2-(2-Methoxy-4-nitrophenoxy)ethyl p-toluenesulfonate), C(C)(C)N (isopropylamine). Solvent: O1CCOCC1 (dioxane). Run at temperature 73 celsius, time 9 hour. The product is C(C)(C)NCCOC1=C(C=C(C=C1)[N+](=O)[O-])OC (N-isopropyl-2-(2-methoxy-4-nitrophenoxy)ethylamine). Yield: 68.8%. As a reaction SMILES: C1(C)C=CC(S(O[CH2:11][CH2:12][O:13][C:14]2[CH:19]=[CH:18][C:17]([N+:20]([O-:22])=[O:21])=[CH:16][C:15]=2[O:23][CH3:24])(=O)=O)=CC=1.[CH:26]([NH2:29])([CH3:28])[CH3:27]>O1CCOCC1>[CH:26]([NH:29][CH2:11][CH2:12][O:13][C:14]1[CH:19]=[CH:18][C:17]([N+:20]([O-:22])=[O:21])=[CH:16][C:15]=1[O:23][CH3:24])([CH3:28])[CH3:27]. Procedure details: 2-(2-Methoxy-4-nitrophenoxy)ethyl p-toluenesulfonate (19.5 g) and 70% aqueous isopropylamine solution (15.7 g) were dissolved into dioxane (100 ml) and the mixture was stirred for 9 hours at 73° C. After being concentrated under vacuum, the reaction mixture was dissolved into 2N HCl (50 ml) and washed with ethyl acetate (50 ml) two times. Resulting aqueous layer was neutralized with 2N sodium hydroxide (50 ml) and then extracted with ethyl acetate (100 ml). The organic layer was dehydrated with ... The reactants are C(C)(C)(C)OC(=O)N(C1=CC=C(C(=O)C=2NC=CN2)C=C1)CCCC=CCCCCCCCCCC ([N-(t-butyloxycarbonyl)-4-(4-pentadecenylamino)benzoyl]imidazole), [OH-].[Na+] (sodium hydroxide), NCC(CO)O (3-amino-1,2-propanediol). Run in C(Cl)(Cl)Cl (chloroform). Run at temperature 40 celsius, time 24 hour. Product: C(CCC=CCCCCCCCCCC)NC1=CC=C(C(=O)NCC(CO)O)C=C1 (N-[4-(4-pentadecenylamino)benzoyl]-2,3-di-hydroxypropylamine). RXN SMILES: C(OC([N:8]([CH2:22][CH2:23][CH2:24][CH:25]=[CH:26][CH2:27][CH2:28][CH2:29][CH2:30][CH2:31][CH2:32][CH2:33][CH2:34][CH2:35][CH3:36])[C:9]1[CH:21]=[CH:20][C:12]([C:13](C2NC=CN=2)=[O:14])=[CH:11][CH:10]=1)=O)(C)(C)C.[OH-].[Na+].[NH2:39][CH2:40][CH:41]([OH:44])[CH2:42][OH:43]>C(Cl)(Cl)Cl>[CH2:22]([NH:8][C:9]1[CH:10]=[CH:11][C:12]([C:13]([NH:39][CH2:40][CH:41]([OH:44])[CH2:42][OH:43])=[O:14])=[CH:20][CH:21]=1)[CH2:23][CH2:24][CH:25]=[CH:26][CH2:27][CH2:28][CH2:29][CH2:30][CH2:31][CH2:32][CH2:33][CH2:34][CH2:35][CH3:36] |f:1.2|. Procedure: To a mixture containing 4.3 g. of [N-(t-butyloxycarbonyl)-4-(4-pentadecenylamino)benzoyl]imidazole, 50 ml. of chloroform, and 50 ml. of 5 N sodium hydroxide is added 1.1 g. of 3-amino-1,2-propanediol. The mixture is vigorously stirred for 24 hours, the layers are separated, and the chloroform solution is washed once with 50 ml. of 1 N sodium hydroxide. The solvent is evaporated and the residue is heated for 30 minutes at 40° C. in 50 ml. of anhydrous trifluoroacetic acid. The solvent is again ev... The reactants are COC1=CC=C(CO)C=C1 (4-methoxybenzyl alcohol), ClC1=NC2=CC=CC=C2C(=C1)Cl (2,4-Dichloroquinoline), C1COCCOCCOCCOCCO1 (15-crown-5), [H-].[Na+] (sodium hydride). Run in C1CCOC1 (THF). Reaction conditions: time 8 hour. Product: ClC1=NC2=CC=CC=C2C(=C1)OCC1=CC=C(C=C1)OC (2-Chloro-4-(4-methoxybenzyloxy)quinoline). Yield: 38.7%. Reaction SMILES: [Cl:1][C:2]1[CH:11]=[C:10](Cl)[C:9]2[C:4](=[CH:5][CH:6]=[CH:7][CH:8]=2)[N:3]=1.[H-].[Na+].C1OCCOCCOCCOCCOC1.[CH3:30][O:31][C:32]1[CH:39]=[CH:38][C:35]([CH2:36][OH:37])=[CH:34][CH:33]=1>C1COCC1>[Cl:1][C:2]1[CH:11]=[C:10]([O:37][CH2:36][C:35]2[CH:38]=[CH:39][C:32]([O:31][CH3:30])=[CH:33][CH:34]=2)[C:9]2[C:4](=[CH:5][CH:6]=[CH:7][CH:8]=2)[N:3]=1 |f:1.2|. Procedure details: 2,4-Dichloroquinoline (4.48 g, 25 mmol) was dissolved in dry THF (100 ml) and treated with sodium hydride (60% dispersion in oil, 5.62 g 25 mmol) under an argon atmosphere portion-wise over a period of 20 min. After a further 30 min the reaction mixture was treated with 15-crown-5 (5.62 g, 25 mmol) followed by 4-methoxybenzyl alcohol (3.44 g, 23 mmol). The reaction was stirred at room temperature overnight. The reaction mixture was then evaporated to low volume, and partitioned between water and... The reactants are BrCC(=O)Cl (bromoacetyl chloride), Cl (hydrochloric acid), NC1=C(C=C(C=C1C)O)O (4-amino-5-methylbenzene-1,3-diol), C([O-])([O-])=O.[K+].[K+] (potassium carbonate), ice. Solvent: O (water), C(C)#N (acetonitrile). Run at temperature 70 celsius, time 1 hour. Yields the product OC=1C=C(C2=C(OCC(N2)=O)C1)C (7-hydroxy-5-methyl-2H-benzo[b][1.4]oxazin-3(4H)-one). Reaction SMILES: [NH2:1][C:2]1[C:7]([CH3:8])=[CH:6][C:5]([OH:9])=[CH:4][C:3]=1[OH:10].C(=O)([O-])[O-].[K+].[K+].Br[CH2:18][C:19](Cl)=[O:20].Cl>C(#N)C.O>[OH:9][C:5]1[CH:6]=[C:7]([CH3:8])[C:2]2[NH:1][C:19](=[O:20])[CH2:18][O:10][C:3]=2[CH:4]=1 |f:1.2.3|. Procedure details: 1.0 g (7.2 mmol) 4-amino-5-methylbenzene-1,3-diol and 2.2 g (15.8 mmol) potassium carbonate in 20.0 mL acetonitrile were cooled in the ice bath. 0.65 mL (7.9 mmol) bromoacetyl chloride were added dropwise and the reaction mixture was stirred for 30 min at RT and for 1 h at 70° C. The mixture was combined with water, acidified with aqueous hydrochloric acid and extracted with dichloromethane. The organic phase was separated off, dried and evaporated down i.vac. Starting materials: ice, S(=O)(=O)(Cl)Cl (sulfuryl chloride), C1(=CC=CC=C1)C1=NOC2=C1C=CC1=C2CC(O1)CO (7,8-dihydro-3-phenylfuro[2,3-g]-1,2-benzisoxazole-7-methanol). Solvent: C(Cl)Cl (methylene chloride). Conditions: time 8 hour. Product: ClC=1C2=C(C3=C(C(=NO3)C3=CC=CC=C3)C1)CC(O2)CO (5-chloro-7,8-dihydro-3-phenylfuro[2,3-g]-1,2benzisoxazole-7-methanol). Isolated yield 29.2%. Reaction SMILES: [C:1]1([C:7]2[C:11]3[CH:12]=[CH:13][C:14]4[O:18][CH:17]([CH2:19][OH:20])[CH2:16][C:15]=4[C:10]=3[O:9][N:8]=2)[CH:6]=[CH:5][CH:4]=[CH:3][CH:2]=1.S(Cl)([Cl:24])(=O)=O>C(Cl)Cl>[Cl:24][C:13]1[C:14]2[O:18][CH:17]([CH2:19][OH:20])[CH2:16][C:15]=2[C:10]2[O:9][N:8]=[C:7]([C:1]3[CH:2]=[CH:3][CH:4]=[CH:5][CH:6]=3)[C:11]=2[CH:12]=1. Procedure details: A portion (10 g) of the 7,8-dihydro-3-phenylfuro[2,3-g]-1,2-benzisoxazole-7-methanol prepared in Example 1 was dissolved in 300 ml of methylene chloride. To the ice-cooled solution, sulfuryl chloride (9 g) was added over time under agitation. The mixture was thereafter stirred for 8 hours at room temperature. The solvent was distilled off and the resulting residue was purified by column chromatography using methylene chloride as an eluant, whereupon 3.3 g of 5-chloro-7,8-dihydro-3-phenylfuro[2,3... Reactants: C1CCOC1 (THF), C(C)(C)(C)C1=C(C=C(OCC(=O)O)C=C1)Cl ((4-tert-Butyl-3-chlorophenoxy)acetic acid), C1=CN(C=N1)C(=O)N2C=CN=C2 (CDI), C(C)(C)(C)C1=CC=C(OCC(=O)NCC2=CC3=C(NC(N3)=O)C=C2)C=C1 (2-(4-tert-Butylphenoxy)-N-[(2-oxo-2,3-dihydro-1H-benzimidazol-5-yl)methyl]acetamide). Run in C(C)N(CC)CC (triethylamine). Reaction conditions: time 2 hour. Product: C(C)(C)(C)C1=C(C=C(OCC(=O)NCC2=CC3=C(NC(N3)=O)C=C2)C=C1)Cl (2-(4-tert-Butyl-3-chlorophenoxy)-N-[(2-oxo-2,3-dihydro-1H-benzimidazol-5-yl)methyl]acetamide). The yield is 10.9%. As a reaction SMILES: C1COCC1.[C:6]([C:10]1[CH:20]=[CH:19][C:13]([O:14][CH2:15][C:16]([OH:18])=O)=[CH:12][C:11]=1[Cl:21])([CH3:9])([CH3:8])[CH3:7].C1N=CN(C(N2C=NC=C2)=O)C=1.C(C1C=CC(OCC([NH:46][CH2:47][C:48]2[CH:57]=[CH:56][C:51]3[NH:52][C:53](=[O:55])[NH:54][C:50]=3[CH:49]=2)=O)=CC=1)(C)(C)C>C(N(CC)CC)C>[C:6]([C:10]1[CH:20]=[CH:19][C:13]([O:14][CH2:15][C:16]([NH:46][CH2:47][C:48]2[CH:57]=[CH:56][C:51]3[NH:52][C:53](=[O:55])[NH:54][C:50]=3[CH:49]=2)=[O:18])=[CH:12][C:11]=1[Cl:21])([CH3:7])([CH3:8])[CH3:9]. Reported procedure: To a THF (3.0 ml) solution of the compound of 4A (109 mg, 0.45 mmol) was added CDI (73 mg, 0.45 mmol) at room temperature and the mixture was stirred for 2 hours followed by the additional stirring for 10 hours after the injection of triethylamine (0.3 ml) and the amine compound of Example 1 (156 mg, 0.5 mmol). The resulting precipitate was removed by filtration, followed by evaporation under reduced pressure to give the crude residue which was purified through silica gel column chromatography e... Starting materials: [I-], I, [K+], [Na+], [Na+], O=C([O-])[O-], O, Cc1ccc(O)cn1. Yields the product Cc1ccc(O)c(I)n1. RXN SMILES: [I-:17].[I:15].[K+:16].[Na+:1].[Na+:2].[O-:3][C:4](=[O:5])[O-:6].[OH2:18].[OH:7][c:8]1[cH:9][cH:10][c:11]([CH3:14])[n:12][cH:13]1>>[OH:7][c:8]1[cH:9][cH:10][c:11]([CH3:14])[n:12][c:13]1[I:17]. RXN SMILES: [Cl:1][C:2]1[CH:3]=[CH:4][C:5]([C:25]#[N:26])=[C:6]([C:8]2[C:13]([O:14][CH3:15])=[CH:12][N:11]([CH2:16][C:17]([O:19][C:20]([CH3:23])([CH3:22])[CH3:21])=[O:18])[C:10](=[O:24])[CH:9]=2)[CH:7]=1.FC(F)(F)S(O[CH2:33][CH:34]1[CH2:39][CH2:38][CH:37]([O:40][Si:41]([C:44]([CH3:47])([CH3:46])[CH3:45])([CH3:43])[CH3:42])[CH2:36][CH2:35]1)(=O)=O>C1COCC1>[Si:41]([O:40][CH:37]1[CH2:36][CH2:35][CH:34]([CH2:33][CH:16]([N:11]2[CH:12]=[C:13]([O:14][CH3:15])[C:8]([C:6]3[CH:7]=[C:2]([Cl:1])[CH:3]=[CH:4][C:5]=3[C:25]#[N:26])=[CH:9][C:10]2=[O:24])[C:17]([O:19][C:20]([CH3:21])([CH3:22])[CH3:23])=[O:18])[CH2:39][CH2:38]1)([C:44]([CH3:47])([CH3:46])[CH3:45])([CH3:43])[CH3:42]. The reactants are ClC=1C=CC(=C(C1)C1=CC(N(C=C1OC)CC(=O)OC(C)(C)C)=O)C#N (tert-butyl [4-(5-chloro-2-cyanophenyl)-5-methoxy-2-oxopyridin-1(2H)-yl]acetate), FC(S(=O)(=O)OCC1CCC(CC1)O[Si](C)(C)C(C)(C)C)(F)F ((4-{[tert-butyl(dimethyl)silyl]oxy}cyclohexyl)methyl trifluoromethanesulphonate), bis(trimethylsilyl)lithium amide. Yields the product [Si](C)(C)(C(C)(C)C)OC1CCC(CC1)CC(C(=O)OC(C)(C)C)N1C(C=C(C(=C1)OC)C1=C(C=CC(=C1)Cl)C#N)=O (tert-Butyl 3-(4-[tert-butyl(dimethyl)silyl]oxy cyclohexyl)-2-[4-(5-chloro-2-cyanophenyl)-5-methoxy-2-oxopyridin-1(2H)-yl]propanoate). Solvent: C1CCOC1 (THF). Procedure: 500 mg (1.26 mmol) of tert-butyl [4-(5-chloro-2-cyanophenyl)-5-methoxy-2-oxopyridin-1(2H)-yl]acetate, 712 mg (1.89 mmol) of (4-{[tert-butyl(dimethyl)silyl]oxy}cyclohexyl)methyl trifluoromethanesulphonate (trans/cis mixture) and 1.39 ml (1.39 mmol) of bis(trimethylsilyl)lithium amide (1M in THF) in 10 ml of THF were reacted according to General Method 7B. Purification by column chromatography (120 g silica cartridge, flow rate: 85 ml/min, cyclohexane/ethyl acetate gradient) gave the title compoun...